From a dataset of the Open Reaction Database (ORD), a public repository of structured organic reaction records. describe an organic reaction: reactants, conditions, products, and yield Starting materials: Cl (hydrochloric acid), ice, [OH-].[Na+] (sodium hydroxide), [OH-].[Na+] (sodium hydroxide), [N-]=[N+]=[N-].[Na+] (Sodium azide), [OH-].[Na+] (sodium hydroxide), CC1=NC2=C(C(O1)=O)C=CC=C2 (2-methyl-4-oxo-3,1-benzoxazine). Run in C(C)(=O)O (acetic acid). Run at temperature 27.5 celsius. The product is CC1=NN=NN1C1=C(C(=O)O)C=CC=C1 (2-(5-methyl-1H-tetrazol-1-yl)benzoic acid). As a reaction SMILES: [CH3:1][C:2]1[O:7][C:6](=[O:8])[C:5]2[CH:9]=[CH:10][CH:11]=[CH:12][C:4]=2[N:3]=1.[N-:13]=[N+:14]=[N-:15].[Na+].[OH-].[Na+].Cl>C(O)(=O)C>[CH3:1][C:2]1[N:3]([C:4]2[CH:12]=[CH:11][CH:10]=[CH:9][C:5]=2[C:6]([OH:7])=[O:8])[N:15]=[N:14][N:13]=1 |f:1.2,3.4|. Procedure details: The crude 2-methyl-4-oxo-3,1-benzoxazine was dissolved in acetic acid (1.9 L). Sodium azide (130.0 g) was added to the solution in portions with stirring. The reaction mixture was cooled in an ice bath to maintain the reaction temperature at 25 to 30° C. during the addition. The reaction mixture was allowed to stir at ambient temperature over the weekend. The acetic acid was removed under vacuum to provide a white solid. The solid was combined with 10% sodium hydroxide (1.4 L) then heated on a s...